Dataset: the Open Reaction Database (ORD), a public repository of structured organic reaction records. Task: describe an organic reaction: reactants, conditions, products, and yield The reactants are ClC1=NC=C(C=C1)C(F)(F)F (2-chloro-5-(trifluoromethyl)pyridine), CCN(C(C)C)C(C)C (DIEA), ClC=1C=C(C=CC1)S(=O)(=O)C1CCNCC1 (4-[(3-chlorophenyl)sulfonyl]piperidine). Run in O1CCOCC1 (1,4-dioxane). Product: ClC=1C=C(C=CC1)S(=O)(=O)C1CCN(CC1)C1=NC=C(C=C1)C(F)(F)F (2-{4-[(3-chlorophenyl)sulfonyl]piperidin-1-yl}-5-(trifluoromethyl)pyridine). Isolated yield 64.3%. Reaction SMILES: [Cl:1][C:2]1[CH:3]=[C:4]([S:8]([CH:11]2[CH2:16][CH2:15][NH:14][CH2:13][CH2:12]2)(=[O:10])=[O:9])[CH:5]=[CH:6][CH:7]=1.Cl[C:18]1[CH:23]=[CH:22][C:21]([C:24]([F:27])([F:26])[F:25])=[CH:20][N:19]=1.CCN(C(C)C)C(C)C>O1CCOCC1>[Cl:1][C:2]1[CH:3]=[C:4]([S:8]([CH:11]2[CH2:16][CH2:15][N:14]([C:18]3[CH:23]=[CH:22][C:21]([C:24]([F:27])([F:26])[F:25])=[CH:20][N:19]=3)[CH2:13][CH2:12]2)(=[O:10])=[O:9])[CH:5]=[CH:6][CH:7]=1. Procedure: Using the procedure from Example 7A, Step 7E, 4-[(3-chlorophenyl)sulfonyl]piperidine (150 mg, 0.58 mmol) was reacted with 2-chloro-5-(trifluoromethyl)pyridine (211 mg, 1.16 mmol), DIEA (0.3 ml, 1.74) and 1,4-dioxane (0.2 ml) to afford the title compound (151 mg), a white solid, in 64% yield. The reactants are ClC1=C(C(=CC(=C1)[N+](=O)[O-])Cl)F (1,3-dichloro-2-fluoro-5-nitro-benzene), C(=O)[O-].[NH4+] (ammonium formate). The reagents and catalysts are [Zn] (Zinc). The solvent is CO (methanol), O (water). Run at time 1 hour. Product: ClC=1C=C(C=C(C1F)Cl)N (3,5-Dichloro-4-fluoro-phenylamine). Isolated yield 92.2%. Reaction SMILES: [Cl:1][C:2]1[CH:7]=[C:6]([N+:8]([O-])=O)[CH:5]=[C:4]([Cl:11])[C:3]=1[F:12].C([O-])=O.[NH4+]>CO.O.[Zn]>[Cl:1][C:2]1[CH:7]=[C:6]([NH2:8])[CH:5]=[C:4]([Cl:11])[C:3]=1[F:12] |f:1.2|. Procedure: To a solution of 1,3-dichloro-2-fluoro-5-nitro-benzene (71.4 g, 340 mmol) in methanol (1.50 L) was added a solution of ammonium formate (180 g, 2.86 mol) in water (300 mL). Zinc dust (93.4 g, 1.43 mol) was then added in four equal portions over 20 min The reaction was stirred for 1 h and then allowed to cool to room temperature. The reaction mixture was filtered through diatomaceous earth and the filtrate was concentrated in vacuo. Ethyl acetate (300 mL) and water (300 mL) were added and the mix... Starting materials: Cc1ccccc1, CC(C)C12CCC(O)C(C1)C(C)(C)C2, [K+], O=S(=O)([O-])O. As a reaction SMILES: [CH3:21][c:22]1[cH:23][cH:24][cH:25][cH:26][cH:27]1.[CH:1]([CH3:2])([CH3:3])[C:4]12[CH2:5][CH2:6][CH:7]([OH:14])[CH:8]([C:9]([CH3:11])([CH3:12])[CH2:10]1)[CH2:13]2.[K+:20].[S:15](=[O:16])(=[O:17])([OH:18])[O-:19]>>[CH:1]([CH3:2])([CH3:3])[C:4]12[CH2:5][CH:6]=[C:7]([CH3:21])[CH:8]([C:9]([CH3:11])([CH3:12])[CH2:10]1)[CH2:13]2. The product is CC1=CCC2(C(C)C)CC1C(C)(C)C2.